The task is: describe an organic reaction: reactants, conditions, products, and yield. This data is from the Open Reaction Database (ORD), a public repository of structured organic reaction records. Reactants: FC1=C(C(=O)OC)C=C(C(=C1)F)F (Methyl 2,4,5-trifluorobenzoate), [C-]#N.[Na+] (sodium cyanide), [C-]#N.[Na+] (sodium cyanide). The reagents and catalysts are [Br-].C(CCC)[N+](CCCC)(CCCC)CCCC (tetrabutylammonium bromide). Run in CN(C)C=O (DMF), CCOC(=O)C (EtOAc). Conditions: temperature 60 celsius, time 24 hour. The product is C(#N)C1=CC(=C(C(=O)OC)C=C1F)F (methyl 4-cyano-2,5-difluorobenzoate). RXN SMILES: [F:1][C:2]1[CH:11]=[C:10](F)[C:9]([F:13])=[CH:8][C:3]=1[C:4]([O:6][CH3:7])=[O:5].[C-:14]#[N:15].[Na+]>[Br-].C([N+](CCCC)(CCCC)CCCC)CCC.CN(C=O)C.CCOC(C)=O>[C:14]([C:10]1[C:9]([F:13])=[CH:8][C:3]([C:4]([O:6][CH3:7])=[O:5])=[C:2]([F:1])[CH:11]=1)#[N:15] |f:1.2,3.4|. Procedure: Methyl 2,4,5-trifluorobenzoate (DSL Chemicals; 950.61 mg; 5 mmol; 1 eq.), sodium cyanide (306.30 mg; 6.25 mmol; 1.25 eq.) and tetrabutylammonium bromide (2 014.82 mg; 6.25 mmol; 1.25 eq.) were dissolved in DMF (10 mL). The resulting mixture was heated at 60° C. overnight. As the reaction was not complete, sodium cyanide (306.30 mg; 6.25 mmol; 1.25 eq.) was added and the mixture was stirred at 60° C. for additional 24 h. The resulting dark pink solution was diluted with EtOAc and washed with brin... Reactants: COC1=CC=C2CCC(CC2=C1)=O (7-methoxy-2-tetralone), C1(=CC=CC=C1)S (thiophenol), C(=O)([O-])[O-].[K+].[K+] (K2CO3), [OH-].[Na+] (NaOH). The solvent is CN1CCCC1=O (NMP), O (water). Conditions: temperature 180 celsius, time 8 hour. The product is OC1=CC=C2CCC(CC2=C1)=O (7-hydroxy-2-tetralone). Isolated yield 41.0%. Reaction SMILES: C[O:2][C:3]1[CH:12]=[C:11]2[C:6]([CH2:7][CH2:8][C:9](=[O:13])[CH2:10]2)=[CH:5][CH:4]=1.C1(S)C=CC=CC=1.C([O-])([O-])=O.[K+].[K+].[OH-].[Na+]>O.CN1C(=O)CCC1>[OH:2][C:3]1[CH:12]=[C:11]2[C:6]([CH2:7][CH2:8][C:9](=[O:13])[CH2:10]2)=[CH:5][CH:4]=1 |f:2.3.4,5.6|. Reported procedure: Combine 7-methoxy-2-tetralone (5.00 g, 28.3 mmol), thiophenol (3.39 g, 30.8 mmol), K2CO3 (213 mg, 1.54 mmol), and NMP (15 ml) in a round bottom flask equipped with nitrogen inlet. Heat at 180° C. for six hours and then stir at ambient temperature overnight. Treat reaction mixture with 1N aq. NaOH (20 ml) and water (20 ml) before extracting with Et2O. Adjust the alkaline mixture to pH 4 with 1N aq. HCl and extract with Et2O (3×). Dry (MgSO4) the ethereal layer and concentrate to a yellow solid. P... Reaction SMILES: [Br:14][CH2:15][Br:16].[CH3:1][CH:2]([CH:3]=[CH2:4])[CH:5]([OH:6])[c:7]1[cH:8][cH:9][c:10]([Cl:13])[cH:11][cH:12]1.[Cl:18][Cu:19].[Zn:17]>>[CH3:1][CH:2]([CH:3]1[CH2:4][CH2:15]1)[CH:5]([OH:6])[c:7]1[cH:8][cH:9][c:10]([Cl:13])[cH:11][cH:12]1. The reactants are BrCBr, C=CC(C)C(O)c1ccc(Cl)cc1, Cl[Cu], [Zn]. The product is CC(C1CC1)C(O)c1ccc(Cl)cc1. Starting materials: CO, Fc1ccc(-n2ncc3cc(C4(C(F)(F)F)CO4)ccc32)cc1, Nc1ccccc1. As a reaction SMILES: [CH3:31][OH:32].[F:1][c:2]1[cH:3][cH:4][c:5](-[n:8]2[n:9][cH:10][c:11]3[cH:12][c:13]([C:17]4([C:20]([F:21])([F:22])[F:23])[O:18][CH2:19]4)[cH:14][cH:15][c:16]23)[cH:6][cH:7]1.[NH2:24][c:25]1[cH:26][cH:27][cH:28][cH:29][cH:30]1>>[F:1][c:2]1[cH:3][cH:4][c:5](-[n:8]2[n:9][cH:10][c:11]3[cH:12][c:13]([C:17]([OH:18])([CH2:19][NH:24][c:25]4[cH:26][cH:27][cH:28][cH:29][cH:30]4)[C:20]([F:21])([F:22])[F:23])[cH:14][cH:15][c:16]23)[cH:6][cH:7]1. Product: OC(CNc1ccccc1)(c1ccc2c(cnn2-c2ccc(F)cc2)c1)C(F)(F)F. The reactants are C(#N)COC=1C=C(C=CC1)I (3-cyanomethoxyphenyl iodide), FC=1C=C(C=C(C1)C1(C(CCC1)OC)OC)OCC#C ((1RS,2SR)-1-[5-fluoro-3-(2-propynyloxy)phenyl]-1,2-dimethoxycyclopentane), cuprous iodide, N1CCCCC1 (piperidine). Reagents/catalysts: C=1C=CC(=CC1)[P](C=2C=CC=CC2)(C=3C=CC=CC3)[Pd]([P](C=4C=CC=CC4)(C=5C=CC=CC5)C=6C=CC=CC6)([P](C=7C=CC=CC7)(C=8C=CC=CC8)C=9C=CC=CC9)[P](C=1C=CC=CC1)(C=1C=CC=CC1)C=1C=CC=CC1 (tetrakis(triphenylphosphine)palladium). Run in C1(=CC=CC=C1)C (toluene). Conditions: time 15 minute. Yields the product C(#N)COC=1C=C(C=CC1)C#CCOC=1C=C(C=C(C1)F)C1(C(CCC1)OC)OC (3-(3-(3-cyanomethoxyphenyl)prop-2-ynyloxy)-5-fluorophenyl-1,2-dimethoxycyclopentane). Isolated yield 52.3%. Reaction SMILES: [C:1]([CH2:3][O:4][C:5]1[CH:6]=[C:7](I)[CH:8]=[CH:9][CH:10]=1)#[N:2].[F:12][C:13]1[CH:14]=[C:15]([O:28][CH2:29][C:30]#[CH:31])[CH:16]=[C:17]([C:19]2([O:26][CH3:27])[CH2:23][CH2:22][CH2:21][CH:20]2[O:24][CH3:25])[CH:18]=1.N1CCCCC1>C1C=CC([P]([Pd]([P](C2C=CC=CC=2)(C2C=CC=CC=2)C2C=CC=CC=2)([P](C2C=CC=CC=2)(C2C=CC=CC=2)C2C=CC=CC=2)[P](C2C=CC=CC=2)(C2C=CC=CC=2)C2C=CC=CC=2)(C2C=CC=CC=2)C2C=CC=CC=2)=CC=1.C1(C)C=CC=CC=1>[C:1]([CH2:3][O:4][C:5]1[CH:6]=[C:7]([C:31]#[C:30][CH2:29][O:28][C:15]2[CH:16]=[C:17]([C:19]3([O:26][CH3:27])[CH2:23][CH2:22][CH2:21][CH:20]3[O:24][CH3:25])[CH:18]=[C:13]([F:12])[CH:14]=2)[CH:8]=[CH:9][CH:10]=1)#[N:2] |^1:41,43,62,81|. Procedure details: A mixture of 3-cyanomethoxyphenyl iodide (0.355 g), tetrakis(triphenylphosphine)palladium (0.079 g) and toluene (7 ml) was stirred at ambient temperature for 15 minutes. To this mixture there were added in turn (1RS,2SR)-1-[5-fluoro-3-(2-propynyloxy)phenyl]-1,2-dimethoxycyclopentane (0.252 g), cuprous iodide (0.013 g) and piperidine (0.274 ml) and the mixture was stirred at ambient temperature for 2 hours. The mixture was partitioned between toluene and water. The organic layer was washed with a... The reactants are N, C1([C@H]2N(B(O1)C)CCC2)(c1ccccc1)c1ccccc1, C1CN(C[C@@H](C1=O)O)S(=O)(=O)C. Reagents/catalysts: c1ccc(cc1)-c2c3ccccc3cc4ccccc24 (9-Phenylanthracene). Run at temperature 25 celsius, time 18 hour. Product: CS(=O)(=O)N1CC[C@@H](N)[C@H](O)C1. As a reaction SMILES: [CH3:1][S:2]([N:5]1[CH2:11][C@H:9]([OH:10])[C:8](=O)[CH2:7][CH2:6]1)(=[O:4])=[O:3].[NH3:12].CB1N([C@@H]2C(c3ccccc3)(c4ccccc4)O1)CCC2>>[CH3:1][S:2]([N:5]1[CH2:11][C@@H:9]([OH:10])[C@H:8]([NH2:12])[CH2:7][CH2:6]1)(=[O:4])=[O:3]. The reactants are CC1CC(OS(C)(=O)=O)CN1C(=O)OC(C)(C)C, NCc1ccccc1. The product is CC1CC(N)CN1C(=O)OC(C)(C)C. Reaction SMILES: [C:1](=[O:2])([O:3][C:4]([CH3:5])([CH3:6])[CH3:7])[N:8]1[CH:9]([CH3:18])[CH2:10][CH:11]([O:13][S:14]([CH3:15])(=[O:16])=[O:17])[CH2:12]1.[NH2:19][CH2:20][c:21]1[cH:22][cH:23][cH:24][cH:25][cH:26]1>>[C:1](=[O:2])([O:3][C:4]([CH3:5])([CH3:6])[CH3:7])[N:8]1[CH:9]([CH3:18])[CH2:10][CH:11]([NH2:19])[CH2:12]1.